Dataset: the Open Reaction Database (ORD), a public repository of structured organic reaction records. Task: describe an organic reaction: reactants, conditions, products, and yield The reactants are C(C1=CC=CC=C1)C1SCCCS1 (2-benzyl-1,3-dithiane), C[Si](C)(C)Cl (trimethylsilyl chloride). Product: C(C1=CC=CC=C1)C1(SCCCS1)[Si](C)(C)C (2-Benzyl-2-trimethylsilyl-1,3-dithiane). Isolated yield 75.0%. Reaction SMILES: [CH2:1]([CH:8]1[S:13][CH2:12][CH2:11][CH2:10][S:9]1)[C:2]1[CH:7]=[CH:6][CH:5]=[CH:4][CH:3]=1.[CH3:14][Si:15](Cl)([CH3:17])[CH3:16]>>[CH2:1]([C:8]1([Si:15]([CH3:17])([CH3:16])[CH3:14])[S:9][CH2:10][CH2:11][CH2:12][S:13]1)[C:2]1[CH:3]=[CH:4][CH:5]=[CH:6][CH:7]=1. Procedure details: The title compound of this step was prepared in 75% yield, by the procedure described in JACS 89, (1967), 4347 by E. J. Corey, et al., using 2-benzyl-1,3-dithiane and trimethylsilyl chloride. The product was recrystallized from diethyl ether/pentane.